From a dataset of the Open Reaction Database (ORD), a public repository of structured organic reaction records. describe an organic reaction: reactants, conditions, products, and yield Reactants: CS(=O)(=O)Cl, NCc1cccc(-c2cc(-c3ccc4cn(Cc5ccccc5)nc4c3)c3c(N)ncnn23)c1. The product is CS(=O)(=O)NCc1cccc(-c2cc(-c3ccc4cn(Cc5ccccc5)nc4c3)c3c(N)ncnn23)c1. RXN SMILES: [CH3:35][S:36]([Cl:37])(=[O:38])=[O:39].[NH2:1][CH2:2][c:3]1[cH:4][c:5](-[c:9]2[cH:10][c:11](-[c:19]3[cH:20][cH:21][c:22]4[cH:23][n:24]([CH2:28][c:29]5[cH:30][cH:31][cH:32][cH:33][cH:34]5)[n:25][c:26]4[cH:27]3)[c:12]3[c:13]([NH2:18])[n:14][cH:15][n:16][n:17]23)[cH:6][cH:7][cH:8]1>>[NH:1]([CH2:2][c:3]1[cH:4][c:5](-[c:9]2[cH:10][c:11](-[c:19]3[cH:20][cH:21][c:22]4[cH:23][n:24]([CH2:28][c:29]5[cH:30][cH:31][cH:32][cH:33][cH:34]5)[n:25][c:26]4[cH:27]3)[c:12]3[c:13]([NH2:18])[n:14][cH:15][n:16][n:17]23)[cH:6][cH:7][cH:8]1)[S:36]([CH3:35])(=[O:38])=[O:39].